Dataset: the Open Reaction Database (ORD), a public repository of structured organic reaction records. Task: describe an organic reaction: reactants, conditions, products, and yield Starting materials: C(CCCCCCC)ON1C(CC(CC1(C)C)O)(C)C (1-octyloxy-4-hydroxy-2,2,6,6-tetramethylpiperidine), C(CS)(=O)OC (methyl thioglycolate), [NH2-].[Li+] (lithium amide). The solvent is C1(=CC=CC=C1)C (toluene). The product is C(CS)(=O)OC1CC(N(C(C1)(C)C)OCCCCCCCC)(C)C (1-Octyloxy-2,2,6,6-tetramethylpiperidin-4-yl Thioglycolate). RXN SMILES: [CH2:1]([O:9][N:10]1[C:15]([CH3:17])([CH3:16])[CH2:14][CH:13]([OH:18])[CH2:12][C:11]1([CH3:20])[CH3:19])[CH2:2][CH2:3][CH2:4][CH2:5][CH2:6][CH2:7][CH3:8].[C:21](OC)(=[O:24])[CH2:22][SH:23].[NH2-].[Li+]>C1(C)C=CC=CC=1>[C:21]([O:18][CH:13]1[CH2:14][C:15]([CH3:17])([CH3:16])[N:10]([O:9][CH2:1][CH2:2][CH2:3][CH2:4][CH2:5][CH2:6][CH2:7][CH3:8])[C:11]([CH3:19])([CH3:20])[CH2:12]1)(=[O:24])[CH2:22][SH:23] |f:2.3|. Reported procedure: The general procedure of Example 1 is followed using 2.09 grams (7.0 mmol) of 1-octyloxy-4-hydroxy-2,2,6,6-tetramethylpiperidine, 0.74 gram (7.0 mmol) of methyl thioglycolate and 0.17 gram of lithium amide in 50 ml of toluene to afford the title compound after purification by silica gel chromatography. Reactants: N1C(CCCCCC2=C1C=CC=C2)=O (1,3,4,5,6,7-hexahydro-1-benzazonin-2-one), P(Cl)(Cl)(Cl)(Cl)Cl (phosphorus pentachloride), BrBr (bromine), II (iodine). Solvent: C(Cl)(Cl)Cl (chloroform). Yields the product BrC1C(NC2=C(CCCC1)C=CC=C2)=O (3-bromo-1,3,4,5,6,7-hexahydro-1-benzazonin-2-one). RXN SMILES: [NH:1]1[C:9]2[CH:10]=[CH:11][CH:12]=[CH:13][C:8]=2[CH2:7][CH2:6][CH2:5][CH2:4][CH2:3][C:2]1=[O:14].P(Cl)(Cl)(Cl)(Cl)Cl.II.[Br:23]Br>C(Cl)(Cl)Cl>[Br:23][CH:3]1[CH2:4][CH2:5][CH2:6][CH2:7][C:8]2[CH:13]=[CH:12][CH:11]=[CH:10][C:9]=2[NH:1][C:2]1=[O:14]. Procedure: To a solution of 1,3,4,5,6,7-hexahydro-1-benzazonin-2-one (4.7 g) in chloroform (75 ml), phosphorus pentachloride (5.9 g) is added in portions, while maintaining the temperature at 0°-5°. When addition is complete, iodine (60 mg) is added, followed by bromine (4.5 g), which is added dropwise over five minutes. The mixture is then refluxed for 4 hours. The chloroform solution is evaporated and the residue partitioned between ice/water (60 ml) and dichloromethane (100 ml). The organic phase is dri... Reported procedure: In a similar manner as in Example 2, 3,4-bis(4-methoxyphenyl)-6-chloropyridazine (150 mg, 0.495 mmol) and 2,4-dichlorophenol were reacted as starting materials at 150° C. for 15 hours and post-treatment was then conducted, whereby the title compound was obtained as a colorless crystalline powder (195.5 mg, 93.9%). Melting point: 152.2-152.8° C. (ethyl acetate-hexane). Starting materials: COC1=CC=C(C=C1)C=1N=NC(=CC1C1=CC=C(C=C1)OC)Cl (3,4-bis(4-methoxyphenyl)-6-chloropyridazine), ClC1=C(C=CC(=C1)Cl)O (2,4-dichlorophenol). Yield: 93.9%. As a reaction SMILES: [CH3:1][O:2][C:3]1[CH:8]=[CH:7][C:6]([C:9]2[N:10]=[N:11][C:12](Cl)=[CH:13][C:14]=2[C:15]2[CH:20]=[CH:19][C:18]([O:21][CH3:22])=[CH:17][CH:16]=2)=[CH:5][CH:4]=1.[Cl:24][C:25]1[CH:30]=[C:29]([Cl:31])[CH:28]=[CH:27][C:26]=1[OH:32]>>[CH3:1][O:2][C:3]1[CH:4]=[CH:5][C:6]([C:9]2[N:10]=[N:11][C:12]([O:32][C:26]3[CH:27]=[CH:28][C:29]([Cl:31])=[CH:30][C:25]=3[Cl:24])=[CH:13][C:14]=2[C:15]2[CH:20]=[CH:19][C:18]([O:21][CH3:22])=[CH:17][CH:16]=2)=[CH:7][CH:8]=1. Product: COC1=CC=C(C=C1)C=1N=NC(=CC1C1=CC=C(C=C1)OC)OC1=C(C=C(C=C1)Cl)Cl (3,4-bis(4-methoxyphenyl)-6-(2,4-dichlorophenoxy)pyridazine), powder. Starting materials: ClC1=CC(=NC(=N1)N1CCOCC1)OC1CCN(CC1)C(=O)OC(C)(C)C (tert-butyl 4-(6-chloro-2-morpholinopyrimidin-4-yloxy)piperidine-1-carboxylate), O1CCN(CC1)C1=NC(=CC(=N1)C=1C=NC(=NC1)N)OC=1C=NC=CC1 (5-(2-morpholino-6-(pyridin-3-yloxy)pyrimidin-4-yl)pyrimidin-2-amine). Reagents/catalysts: C1=CC=C(C=C1)P([C-]2C=CC=C2)C3=CC=CC=C3.C1=CC=C(C=C1)P([C-]2C=CC=C2)C3=CC=CC=C3.Cl[Pd]Cl.[Fe+2].C(Cl)Cl (Pd(dppf)Cl2 CH2Cl2). The solvent is C(OC)COC (dimethoxyethane), C(=O)([O-])[O-].[Na+].[Na+] (Na2CO3). Run at temperature 120 celsius, time 12 hour. Yields the product COC1C(=CN=C(N1)N)C1=NC(=NC(=C1)OC1CCNCC1)N1CCOCC1 (1,6-dihydro-6-methoxy-5-(2-morpholino-6-(piperidin-4-yloxy)pyrimidin-4-yl)pyrimidin-2-amine). Isolated yield 94.6%. RXN SMILES: Cl[C:2]1[N:7]=[C:6]([N:8]2[CH2:13][CH2:12][O:11][CH2:10][CH2:9]2)[N:5]=[C:4]([O:14][CH:15]2[CH2:20][CH2:19][N:18](C(OC(C)(C)C)=O)[CH2:17][CH2:16]2)[CH:3]=1.O1CC[N:31]([C:34]2[N:39]=[C:38](C3C=NC(N)=NC=3)[CH:37]=[C:36]([O:47][C:48]3C=NC=CC=3)[N:35]=2)CC1>C(COC)OC.C([O-])([O-])=O.[Na+].[Na+].C1C=CC(P(C2C=CC=CC=2)[C-]2C=CC=C2)=CC=1.C1C=CC(P(C2C=CC=CC=2)[C-]2C=CC=C2)=CC=1.Cl[Pd]Cl.[Fe+2].C(Cl)Cl>[CH3:48][O:47][CH:36]1[NH:35][C:34]([NH2:31])=[N:39][CH:38]=[C:37]1[C:2]1[CH:3]=[C:4]([O:14][CH:15]2[CH2:16][CH2:17][NH:18][CH2:19][CH2:20]2)[N:5]=[C:6]([N:8]2[CH2:9][CH2:10][O:11][CH2:12][CH2:13]2)[N:7]=1 |f:3.4.5,6.7.8.9.10|. Reported procedure: A mixture of tert-butyl 4-(6-chloro-2-morpholinopyrimidin-4-yloxy)piperidine-1-carboxylate (500 mg, 1.26 mmol), 4-methoxy-2-aminopyrimidyl boronate ester (prepared as in Method 8, 630 mg, 2.51 mmol) and Pd(dppf)Cl2—CH2Cl2 (51 mg, 0.063 mmol) in dimethoxyethane and 2 M Na2CO3 (3:1, 12 mL) was heated under microwave irradiation for 15 minutes at 120° C. The reaction mixture was partitioned between EtOAc (200 mL) and Na2CO3(sat.) (50 mL), the organic layer was separated and washed with brine (50 mL... RXN SMILES: [F:1][C@H:2]1[C@H:6]([OH:7])[C@@H:5]([CH2:8][OH:9])[O:4][CH:3]1[N:10]=[N+]=[N-].[H][H]>O1CCOCC1.[Pd]>[F:1][C@H:2]1[C@H:6]([OH:7])[C@@H:5]([CH2:8][OH:9])[O:4][CH:3]1[NH2:10]. The reactants are F[C@@H]1C(O[C@@H]([C@H]1O)CO)N=[N+]=[N-] (2-deoxy-2-fluoro-D-arabinofuranosyl azide), [H][H] (hydrogen). Yields the product F[C@@H]1C(O[C@@H]([C@H]1O)CO)N (2-deoxy-2-fluoro-D-arabinofuranosyl amine). Solvent: O1CCOCC1 (dioxane). The yield is 92.0%. Reagents/catalysts: [Pd] (palladium black). Reported procedure: Compound (45) (65.0 mg) was dissolved in dioxane (2 ml) and the solution was catalytically reduced by blowing hydrogen therein in the presence of palladium black as catalyst at room temperature for 1 hour. The resulting reaction solution was filtered and the filtrate was concentrated to afford the titled compound (46) (51.0 mg) as a colorless solid. Yield: 92%. Starting materials: ice water, BrBr (bromine), O=C(CC(=O)OCC)CC (ethyl 3-oxovalerate), C1(=CC=C(C=C1)S(=O)(=O)O)C (p-toluenesulphonic acid). Solvent: CCl (methyl chloride). The product is BrC(C(CC(=O)OCC)=O)C (Ethyl 4-bromo-3-oxovalerate). RXN SMILES: [Br:1]Br.[O:3]=[C:4]([CH2:11][CH3:12])[CH2:5][C:6]([O:8][CH2:9][CH3:10])=[O:7].C1(C)C=CC(S(O)(=O)=O)=CC=1>CCl>[Br:1][CH:11]([CH3:12])[C:4](=[O:3])[CH2:5][C:6]([O:8][CH2:9][CH3:10])=[O:7]. Reported procedure: 277 g of bromine are added dropwise to a solution of 250 g of ethyl 3-oxovalerate and 0.5 g of p-toluenesulphonic acid in 55 ml of methyl chloride at room temperature, while stirring. The mixture is subsequently stirred at 30° C. for one hour, ice-water is added and the organic phase is separated off. The aqueous phase is extracted once more with methylene chloride and the combined organic phases are then dried over magnesium sulphate and evaporated. The product is further processed in the crude...